This data is from the Open Reaction Database (ORD), a public repository of structured organic reaction records. The task is: describe an organic reaction: reactants, conditions, products, and yield RXN SMILES: [CH3:1][O:2][C:3]1[CH:12]=[CH:11][C:10]([O:13][CH3:14])=[C:9]2[C:4]=1[C:5](=[O:30])[CH:6]=[C:7]([S:16][CH2:17][CH2:18][CH2:19][CH2:20][CH2:21][CH2:22][CH2:23][CH2:24][CH2:25][CH2:26][C:27]([OH:29])=[O:28])[C:8]2=[O:15].Cl.CN(C)[CH2:34][CH2:35][CH2:36]N=C=NCC.Cl.[Cl-].[Na+].S([O-])([O-])(=O)=O.[Na+].[Na+].[CH:53](Cl)(Cl)Cl>C(O)C(C)C>[CH2:34]([O:28][C:27](=[O:29])[CH2:26][CH2:25][CH2:24][CH2:23][CH2:22][CH2:21][CH2:20][CH2:19][CH2:18][CH2:17][S:16][C:7]1[C:8](=[O:15])[C:9]2[C:4]([C:5](=[O:30])[CH:6]=1)=[C:3]([O:2][CH3:1])[CH:12]=[CH:11][C:10]=2[O:13][CH3:14])[CH:35]([CH3:36])[CH3:53] |f:1.2,4.5,6.7.8|. Reported procedure: 1.15 mM 11-(5,8-dimethoxy-1,4-dioxo-1,4-dihydronaphthalene-2-ylthio)undecanoic acid (5p) that had been prepared above was dissolved in 60 ml of chloroform in 100 ml one-neck round flask and then, 1.38 mM N-(3-dimethylaminopropyl)-N′-ethylcarbodimide hydro chloride (EDC) and 1.38 mM isobutylalcohol were added thereto and stirred overnight. 1N hydrochloric acid was added to the reaction mixture and stirred at room temperature for 3 minutes. Then, 50 ml of saturated sodium chloride solution was add... Run at time 8 hour. Run in C(C(C)C)O (isobutylalcohol). Starting materials: COC1=C2C(C=C(C(C2=C(C=C1)OC)=O)SCCCCCCCCCCC(=O)O)=O (11-(5,8-dimethoxy-1,4-dioxo-naphthalen-2-ylthio)undecanoic acid), [Cl-].[Na+] (sodium chloride), Cl.CN(CCCN=C=NCC)C (N-(3-dimethylaminopropyl)-N′-ethylcarbodimide hydro chloride), S(=O)(=O)([O-])[O-].[Na+].[Na+] (sodium sulfate), Cl (hydrochloric acid), C(Cl)(Cl)Cl (chloroform). The product is C(C(C)C)OC(CCCCCCCCCCSC=1C(C2=C(C=CC(=C2C(C1)=O)OC)OC)=O)=O (isobutyl-11-(5, 8-dimethoxy-1,4-dioxo-1,4-dihydronaphthalene-2-ylthio)undecanoate).